From a dataset of the Open Reaction Database (ORD), a public repository of structured organic reaction records. describe an organic reaction: reactants, conditions, products, and yield Reactants: mono-hydroxy, C(C)S (ethyl mercaptan), COC1=CC=C(C(=O)C=2CCC3=CC(=CC=C3C2C2=CC=CC=C2)OC)C=C1 (3-(4-Methoxybenzoyl)-4-phenyl-7-methoxy-1,2-dihydronaphthalene), [H-].[Na+] (sodium hydride), [H-].[Na+] (sodium hydride), Cl (hydrochloric acid). Run in CN(C)C=O (DMF). Conditions: temperature 60 celsius. Yields the product OC1=CC=C(C(=O)C=2CCC3=CC(=CC=C3C2C2=CC=CC=C2)O)C=C1 (3-(4-Hydroxybenzoyl)-4-phenyl-7-hydroxy-1,2-dihydronaphthalene). RXN SMILES: C(S)C.[H-].[Na+].C[O:7][C:8]1[CH:33]=[CH:32][C:11]([C:12]([C:14]2[CH2:15][CH2:16][C:17]3[C:22]([C:23]=2[C:24]2[CH:29]=[CH:28][CH:27]=[CH:26][CH:25]=2)=[CH:21][CH:20]=[C:19]([O:30]C)[CH:18]=3)=[O:13])=[CH:10][CH:9]=1.Cl>CN(C=O)C>[OH:7][C:8]1[CH:33]=[CH:32][C:11]([C:12]([C:14]2[CH2:15][CH2:16][C:17]3[C:22]([C:23]=2[C:24]2[CH:25]=[CH:26][CH:27]=[CH:28][CH:29]=2)=[CH:21][CH:20]=[C:19]([OH:30])[CH:18]=3)=[O:13])=[CH:10][CH:9]=1 |f:1.2|. Procedure: To 300 ml. of DMF were added under nitrogen and with ice bath cooling, 9.3 gms. of ethyl mercaptan. To the mixture then were added 7.2 gms. of 50 percent sodium hydride-oil mixture. The mixture represents 0.15 mole of sodium hydride. To the resulting mixture then were added 11.1 gms. (0.03 mole) of the product from Example 4. The mixture was heated at 60° C. for 1 hour. Analysis of the reaction mixture by TLC indicated the presence of starting material plus another component, probably the mono-h... Starting materials: CN(C=1SC=CC1C(CC)=O)C(C)=O (N-methyl-2-acetylamino-3-propionylthiophene), [OH-].[K+] (potassium hydroxide). The solvent is C(C)O (ethanol), O (water). Run at temperature 95 celsius. The product is CNC=1SC=CC1C(CC)=O (2-methylamino-3-propionylthiophene). RXN SMILES: [CH3:1][N:2](C(=O)C)[C:3]1[S:4][CH:5]=[CH:6][C:7]=1[C:8](=[O:11])[CH2:9][CH3:10].[OH-].[K+]>C(O)C.O>[CH3:1][NH:2][C:3]1[S:4][CH:5]=[CH:6][C:7]=1[C:8](=[O:11])[CH2:9][CH3:10] |f:1.2|. Reported procedure: To a solution of 1.255 g of N-methyl-2-acetylamino-3-propionylthiophene in 25 ml of ethanol, is added 0.45 g of potassium hydroxide in 10 ml of water. The mixture is heated at 95°C for 1 hour, evaporated under reduced pressure to a residue. Water is added to the residue and extracted with dichloromethane. The dichloromethane extracts are washed with water, dried over sodium sulfate, then evaporated under reduced pressure to give an oil. The residual oil is chromatographed on silica gel, using ch... As a reaction SMILES: [CH3:47][CH2:48][CH2:49][CH2:50][N+:51]([CH2:52][CH2:53][CH2:54][CH3:55])([CH2:56][CH2:57][CH2:58][CH3:59])[CH2:60][CH2:61][CH2:62][CH3:63].[F-:46].[F:1][C:2]([c:3]1[cH:4][c:5]([C:13]([C:14](=[O:15])[N:16]([CH3:17])[c:18]2[cH:19][n:20][c:21]([C:31]#[C:32][CH2:33][O:34][Si:35]([C:36]([CH3:37])([CH3:38])[CH3:39])([CH3:40])[CH3:41])[cH:22][c:23]2-[c:24]2[c:25]([CH3:30])[cH:26][cH:27][cH:28][cH:29]2)([CH3:42])[CH3:43])[cH:6][c:7]([C:9]([F:10])([F:11])[F:12])[cH:8]1)([F:44])[F:45].[O:65]1[CH2:66][CH2:67][CH2:68][CH2:69]1.[OH2:64]>>[F:1][C:2]([c:3]1[cH:4][c:5]([C:13]([C:14](=[O:15])[N:16]([CH3:17])[c:18]2[cH:19][n:20][c:21]([C:31]#[C:32][CH2:33][OH:34])[cH:22][c:23]2-[c:24]2[c:25]([CH3:30])[cH:26][cH:27][cH:28][cH:29]2)([CH3:42])[CH3:43])[cH:6][c:7]([C:9]([F:10])([F:11])[F:12])[cH:8]1)([F:44])[F:45]. The reactants are CCCC[N+](CCCC)(CCCC)CCCC, [F-], Cc1ccccc1-c1cc(C#CCO[Si](C)(C)C(C)(C)C)ncc1N(C)C(=O)C(C)(C)c1cc(C(F)(F)F)cc(C(F)(F)F)c1, C1CCOC1, O. Yields the product Cc1ccccc1-c1cc(C#CCO)ncc1N(C)C(=O)C(C)(C)c1cc(C(F)(F)F)cc(C(F)(F)F)c1. Reactants: ClC1=C(C=O)C=CC(=C1)F (2-chloro-4-fluoro-benzaldehyde), C(CC(=O)C)(=O)OCC (ethyl acetoacetate), N1[C@@H](COCC1)C(=O)O ((S)-morpholine-3-carboxylic acid), FC1(C[C@H](NC1)C(=O)O)F ((S)-4,4-difluoro-pyrrolidine-2-carboxylic acid), FC=1C=C(C=O)C=CC1F (3,4-difluoro-benzaldehyde), CN1C(=NC=C1)C#N (1-methyl-1H-imidazole-2-carbonitrile), S1C(=NC=C1)C#N (thiazole-2-carbonitrile). The product is FC=1C=C(C=CC1F)[C@H]1C(=C(NC(=N1)C=1N(C=CN1)C)CN1[C@@H](COCC1)C(=O)O)C(=O)OCC ((S)-4-[(S)-6-(3,4-Difluoro-phenyl)-5-ethoxycarbonyl-2-(1-methyl-1H-imidazol-2-yl)-3,6-dihydro-pyrimidin-4-ylmethyl]-morpholine-3-carboxylic acid). Reaction SMILES: [C:1]([O:7][CH2:8][CH3:9])(=[O:6])[CH2:2][C:3]([CH3:5])=O.[F:10][C:11]1[CH:12]=[C:13]([CH:16]=[CH:17][C:18]=1[F:19])[CH:14]=O.[CH3:20][N:21]1[CH:25]=[CH:24][N:23]=[C:22]1[C:26]#[N:27].[NH:28]1[CH2:33][CH2:32][O:31][CH2:30][C@H:29]1[C:34]([OH:36])=[O:35].ClC1C=C(F)C=CC=1C=O.S1C=C[N:49]=C1C#N.FC1(F)CN[C@H](C(O)=O)C1>>[F:10][C:11]1[CH:12]=[C:13]([C@@H:14]2[N:49]=[C:26]([C:22]3[N:21]([CH3:20])[CH:25]=[CH:24][N:23]=3)[NH:27][C:3]([CH2:5][N:28]3[CH2:33][CH2:32][O:31][CH2:30][C@H:29]3[C:34]([OH:36])=[O:35])=[C:2]2[C:1]([O:7][CH2:8][CH3:9])=[O:6])[CH:16]=[CH:17][C:18]=1[F:19]. Reported procedure: The title compound was prepared in analogy to Example 2 with Procedure A shown in Scheme 4 by using ethyl acetoacetate, 3,4-difluoro-benzaldehyde, 1-methyl-1H-imidazole-2-carbonitrile and (S)-morpholine-3-carboxylic acid instead of methyl acetoacetate, 2-chloro-4-fluoro-benzaldehyde, thiazole-2-carbonitrile and (S)-4,4-difluoro-pyrrolidine-2-carboxylic acid. The stereochemistry of Example 57 was determined by comparing its 1H NMR data and HPLC retention time with Example 2. Starting materials: C1(=CC=CC=C1)S(=O)(=O)Cl (PhSO2Cl), solution, CCCCCC (hexane), FC=1C=C(C=CC1)C=1C=C2C(=NC1)NC=C2 (5-(3-Fluoro-phenyl)-1H-pyrrolo[2,3-b]pyridine). The solvent is C1CCOC1 (THF). Product: C1(=CC=CC=C1)S(=O)(=O)N1C=CC=2C1=NC=C(C2)C2=CC(=CC=C2)F (1-Benzenesulfonyl-5-(3-fluoro-phenyl)-1H-pyrrolo[2,3-b]pyridine). Isolated yield 92.4%. As a reaction SMILES: CCCCCC.[F:7][C:8]1[CH:9]=[C:10]([C:14]2[CH:15]=[C:16]3[CH:22]=[CH:21][NH:20][C:17]3=[N:18][CH:19]=2)[CH:11]=[CH:12][CH:13]=1.[C:23]1([S:29](Cl)(=[O:31])=[O:30])[CH:28]=[CH:27][CH:26]=[CH:25][CH:24]=1>C1COCC1>[C:23]1([S:29]([N:20]2[C:17]3=[N:18][CH:19]=[C:14]([C:10]4[CH:11]=[CH:12][CH:13]=[C:8]([F:7])[CH:9]=4)[CH:15]=[C:16]3[CH:22]=[CH:21]2)(=[O:31])=[O:30])[CH:28]=[CH:27][CH:26]=[CH:25][CH:24]=1. Reported procedure: 2.5 M solution of n-Bui in hexane (2.47 mL, 6.18 mmol) was added dropwise to a stirred and cooled (−78° C.) solution of azaindole 7 (1.088 g, 5.13 mmol) in THF (5.5 mL). After the mixture was stirred for 20 min at −78° C., neat PhSO2Cl (0.785 mL, 6.2 mmol) was added dropwise. The mixture turned brown. Stirring at −78° C. was continued for 0.5 b. Cooling bath was removed, the mixture was stirred at r.t. overnight, and separated between AcOEt:saturated aqueous NaHCO3 solution. The aqueous layer wa... Reactants: C1=C(C=CC2=CC=CC=C12)CC1NCCC2=CC(=C(C=C12)OC)OC (1-(Naphthalen-2-yl-methyl)-6,7-dimethoxy-1,2,3,4-tetrahydroisoquinoline), BrCC(=O)Br (2-bromoacetyl bromide), NC1CC2=CC=CC=C2C1 (2-amino-indane). The product is C1=C(C=CC2=CC=CC=C12)CC1N(CCC2=CC(=C(C=C12)OC)OC)CC(=O)NC1CC2=CC=CC=C2C1 (2-[1-(Naphthalen-2-yl-methyl)-6,7-dimethoxy-3,4-dihydro-1H-isoquinolin-2-yl]-N-(indan-2-yl)-acetamide). Reaction SMILES: [CH:1]1[C:10]2[C:5](=[CH:6][CH:7]=[CH:8][CH:9]=2)[CH:4]=[CH:3][C:2]=1[CH2:11][CH:12]1[C:21]2[C:16](=[CH:17][C:18]([O:24][CH3:25])=[C:19]([O:22][CH3:23])[CH:20]=2)[CH2:15][CH2:14][NH:13]1.Br[CH2:27][C:28](Br)=[O:29].[NH2:31][CH:32]1[CH2:40][C:39]2[C:34](=[CH:35][CH:36]=[CH:37][CH:38]=2)[CH2:33]1>>[CH:1]1[C:10]2[C:5](=[CH:6][CH:7]=[CH:8][CH:9]=2)[CH:4]=[CH:3][C:2]=1[CH2:11][CH:12]1[C:21]2[C:16](=[CH:17][C:18]([O:24][CH3:25])=[C:19]([O:22][CH3:23])[CH:20]=2)[CH2:15][CH2:14][N:13]1[CH2:27][C:28]([NH:31][CH:32]1[CH2:40][C:39]2[C:34](=[CH:35][CH:36]=[CH:37][CH:38]=2)[CH2:33]1)=[O:29]. Reported procedure: prepared by reaction of 1-(Naphthalen-2-yl-methyl)-6,7-dimethoxy-1,2,3,4-tetrahydroisoquinoline and 2-bromoacetyl bromide with 2-amino-indane